From a dataset of the Open Reaction Database (ORD), a public repository of structured organic reaction records. describe an organic reaction: reactants, conditions, products, and yield The reactants are C(C1=CC=CC=C1)OC(=O)N1CCC(CC1)C1=C(C=CC(=C1)OC)OC (1-benzyloxycarbonyl-4-(2,5-dimethoxyphenyl)piperidine), B(Br)(Br)Br (boron tribromide). Run in ClCCl (dichloromethane), ClCCl (dichloromethane). Reaction conditions: temperature 0 celsius, time 1 hour. Product: OC1=C(C=C(C=C1)O)C1CCNCC1 (4-(2,5-Dihydroxyphenyl)piperidine). The yield is 143.1%. RXN SMILES: C(OC([N:11]1[CH2:16][CH2:15][CH:14]([C:17]2[CH:22]=[C:21]([O:23]C)[CH:20]=[CH:19][C:18]=2[O:25]C)[CH2:13][CH2:12]1)=O)C1C=CC=CC=1.B(Br)(Br)Br>ClCCl>[OH:25][C:18]1[CH:19]=[CH:20][C:21]([OH:23])=[CH:22][C:17]=1[CH:14]1[CH2:13][CH2:12][NH:11][CH2:16][CH2:15]1. Reported procedure: A solution of 1-benzyloxycarbonyl-4-(2,5-dimethoxyphenyl)piperidine (0.54 g), prepared as described in Example 21.b., in 10 mL of dichloromethane, was cooled to 0° C. and treated with a solution of boron tribromide in dichloromethane (1.0M, 9 mL). After stirring for 1 hour at 0° C., the reaction mixture was allowed to warm to room temperature. At the end of the period, the reaction mixture was cooled to 0° C. and quenched with methanol. The resulting solution was evaporated and then treated with...